Dataset: the Open Reaction Database (ORD), a public repository of structured organic reaction records. Task: describe an organic reaction: reactants, conditions, products, and yield The product is CCOC(=O)Cn1cc(C)c(=O)c2c(N)cccc21. RXN SMILES: [CH2:1]([CH3:2])[O:3][C:4]([CH2:5][n:6]1[cH:7][c:8]([CH3:20])[c:9](=[O:19])[c:10]2[c:11]([N+:16]([O-:17])=[O:18])[cH:12][cH:13][cH:14][c:15]12)=[O:21].[CH3:22][CH2:23][OH:24].[Cl:25][CH2:26][Cl:27]>>[CH2:1]([CH3:2])[O:3][C:4]([CH2:5][n:6]1[cH:7][c:8]([CH3:20])[c:9](=[O:19])[c:10]2[c:11]([NH2:16])[cH:12][cH:13][cH:14][c:15]12)=[O:21]. Reactants: CCOC(=O)Cn1cc(C)c(=O)c2c([N+](=O)[O-])cccc21, CCO, ClCCl. Reagents/catalysts: C=1C=CC(=CC1)/C=C/C(=O)/C=C/C2=CC=CC=C2.C=1C=CC(=CC1)/C=C/C(=O)/C=C/C2=CC=CC=C2.C=1C=CC(=CC1)/C=C/C(=O)/C=C/C2=CC=CC=C2.[Pd].[Pd] (tris(dibenzylideneacetone)dipalladium(0)). Reactants: BrC=1C=C(C=CC1)C1(C=2N(CC(=N1)N)N=CC2)C (rac-4-(3-bromo-phenyl)-4-methyl-4,7-dihydro-pyrazolo[1,5-a]pyrazin-6-ylamine), C1(=CC=CC=C1)P(C1=C(C2=CC=CC=C2C=C1)C1=C(C=CC2=CC=CC=C12)P(C1=CC=CC=C1)C1=CC=CC=C1)C1=CC=CC=C1 (rac-2,2′-bis(diphenylphosphino)-1,1′-binaphthyl), CC(C)([O-])C.[Na+] (sodium tert-butoxide), C(C1=CC=CC=C1)(C1=CC=CC=C1)=N (benzophenone imine). Product: C(C1=CC=CC=C1)(C1=CC=CC=C1)=NC=1C=C(C=CC1)C1(C=2N(CC(=N1)N)N=CC2)C (rac-4-[3-(benzhydrylidene-amino)-phenyl]-4-methyl-4,7-dihydro-pyrazolo[1,5-a]pyrazin-6-ylamine). Procedure details: Toluene (10 mL) was added to a mixture of rac-4-(3-bromo-phenyl)-4-methyl-4,7-dihydro-pyrazolo[1,5-a]pyrazin-6-ylamine (0.39 g, 1.28 mmol), tris(dibenzylideneacetone)dipalladium(0) (0.12 g, 0.13 mmol), rac-2,2′-bis(diphenylphosphino)-1,1′-binaphthyl (0.24 g, 0.38 mmol) and sodium tert-butoxide (0.22 g, 2.3 mmol) in a sealed tube and under nitrogen at room temperature. The mixture was flushed with nitrogen for a few minutes and then benzophenone imine (0.43 mL, 2.56 mmol) was added and the mixtur... Run in C1(=CC=CC=C1)C (Toluene), O (water). Reaction conditions: temperature 100 celsius, time 2 hour. As a reaction SMILES: Br[C:2]1[CH:3]=[C:4]([C:8]2([CH3:18])[N:13]=[C:12]([NH2:14])[CH2:11][N:10]3[N:15]=[CH:16][CH:17]=[C:9]23)[CH:5]=[CH:6][CH:7]=1.C1(P(C2C=CC=CC=2)C2C=CC3C(=CC=CC=3)C=2C2C3C(=CC=CC=3)C=CC=2P(C2C=CC=CC=2)C2C=CC=CC=2)C=CC=CC=1.CC(C)([O-])C.[Na+].[C:71](=[NH:84])([C:78]1[CH:83]=[CH:82][CH:81]=[CH:80][CH:79]=1)[C:72]1[CH:77]=[CH:76][CH:75]=[CH:74][CH:73]=1>O.C1C=CC(/C=C/C(/C=C/C2C=CC=CC=2)=O)=CC=1.C1C=CC(/C=C/C(/C=C/C2C=CC=CC=2)=O)=CC=1.C1C=CC(/C=C/C(/C=C/C2C=CC=CC=2)=O)=CC=1.[Pd].[Pd].C1(C)C=CC=CC=1>[C:71](=[N:84][C:2]1[CH:3]=[C:4]([C:8]2([CH3:18])[N:13]=[C:12]([NH2:14])[CH2:11][N:10]3[N:15]=[CH:16][CH:17]=[C:9]23)[CH:5]=[CH:6][CH:7]=1)([C:78]1[CH:79]=[CH:80][CH:81]=[CH:82][CH:83]=1)[C:72]1[CH:77]=[CH:76][CH:75]=[CH:74][CH:73]=1 |f:2.3,6.7.8.9.10|. Yield: 71.3%. Starting materials: BrCC=1C=CC2=C(C(=C(O2)[N+](=O)[O-])C2=CC=CC=C2)C1 (5-bromomethyl-2-nitro-3-phenylbenzofuran), N1CCCCC1 (piperidine), C(C)O (ethanol). Yields the product [N+](=O)([O-])C=1OC2=C(C1C1=CC=CC=C1)C(=CC=C2)CN2CCCCC2 (N-(2-nitro-3-phenylbenzofuranylmethyl)piperidine). Reaction SMILES: BrC[C:3]1[CH:4]=[CH:5][C:6]2[O:10][C:9]([N+:11]([O-:13])=[O:12])=[C:8]([C:14]3[CH:19]=[CH:18][CH:17]=[CH:16][CH:15]=3)[C:7]=2[CH:20]=1.[NH:21]1[CH2:26][CH2:25][CH2:24][CH2:23][CH2:22]1.[CH2:27](O)C>>[N+:11]([C:9]1[O:10][C:6]2[CH:5]=[CH:4][CH:3]=[C:20]([CH2:27][N:21]3[CH2:26][CH2:25][CH2:24][CH2:23][CH2:22]3)[C:7]=2[C:8]=1[C:14]1[CH:19]=[CH:18][CH:17]=[CH:16][CH:15]=1)([O-:13])=[O:12]. Reported procedure: Using the method of Example 6, 5-bromomethyl-2-nitro-3-phenylbenzofuran is reacted with piperidine in ethanol to provide N-(2-nitro-3-phenylbenzofuranylmethyl)piperidine having the structure ##STR37##